describe an organic reaction: reactants, conditions, products, and yield From a dataset of the Open Reaction Database (ORD), a public repository of structured organic reaction records. The reactants are C1(C=2C(C(N1)=O)=CC=CC2)=O.[K] (potassium phthalimide), N1=CC=CC=C1 (pyridine), CC(C)CC(=O)C1=C(C(=C(C=C1O)O)CC=C(C)C)[O-] (Compound X), C1(C=2C(C(N1)=O)=CC=CC2)=O (phthalimide). Run in C(CCC)O (n-butanol), C(Cl)(Cl)Cl.CO.C(C)(=O)O (chloroform methanol acetic acid). Yields the product C1(=CC=CC2=CC=CC=C12)OCC(CN1C(C=2C(C1=O)=CC=CC2)=O)O (3-(1-Naphthyloxy)-1-Phthalimidopropan-2-ol). Reaction SMILES: CC(CC([C:7]1[C:12](O)=[CH:11][C:10]([OH:14])=[C:9]([CH2:15][CH:16]=[C:17]([CH3:19])C)[C:8]=1[O-])=O)C.[C:21]1(=[O:31])[NH:25][C:24](=[O:26])[C:23]2=[CH:27][CH:28]=[CH:29][CH:30]=[C:22]12.C1(=O)NC(=[O:37])C2=CC=CC=C12.[K].N1C=C[CH:47]=[CH:46][CH:45]=1>C(O)CCC.C(Cl)(Cl)Cl.CO.C(O)(=O)C>[C:10]1([O:14][CH2:45][CH:46]([OH:37])[CH2:47][N:25]2[C:21](=[O:31])[C:22]3=[CH:30][CH:29]=[CH:28][CH:27]=[C:23]3[C:24]2=[O:26])[C:9]2[C:8](=[CH:19][CH:17]=[CH:16][CH:15]=2)[CH:7]=[CH:12][CH:11]=1 |f:2.3,6.7.8,^1:42|. Procedure: Compound X (R=1-naphthyl; 45.6 g, 0.20 mol) and phthalimide (29.4 g. 0.20 mol) were mixed in 80 ml n-butanol. To this was added a catalytic amount of potassium phthalimide (0.10 g) and pyridine (1 ml) and the mixture refluxed for 16 hr. Upon cooling, the mixture crystallized to a solid mass which was filtered and washed with chloroform and ether. The light brown solid was boiled in 400 ml ethanol and filtered hot. The insoluble tan material was identified by thin layer chromatography to be almos... Reactants: N1(CCCCC1)CC1=CC(=NC=C1)OC\C=C/CNC(CCCCl)=O (N-[4-(4-piperidinomethyl-2-pyridyloxy) -cis-2-butenyl]-4-chlorobutyramide), SCCO (2-mercaptoethanol). Yields the product N1(CCCCC1)CC1=CC(=NC=C1)OC\C=C/CNC(CCCSCCO)=O (N-[4-(4-Piperidinomethyl-2-pyridyloxy)-cis-2-butenyl]-4-(2-hydroxyethylthio)butyramide). Isolated yield 66.0%. As a reaction SMILES: [N:1]1([CH2:7][C:8]2[CH:13]=[CH:12][N:11]=[C:10]([O:14][CH2:15]/[CH:16]=[CH:17]\[CH2:18][NH:19][C:20](=[O:25])[CH2:21][CH2:22][CH2:23]Cl)[CH:9]=2)[CH2:6][CH2:5][CH2:4][CH2:3][CH2:2]1.[SH:26][CH2:27][CH2:28][OH:29]>>[N:1]1([CH2:7][C:8]2[CH:13]=[CH:12][N:11]=[C:10]([O:14][CH2:15]/[CH:16]=[CH:17]\[CH2:18][NH:19][C:20](=[O:25])[CH2:21][CH2:22][CH2:23][S:26][CH2:27][CH2:28][OH:29])[CH:9]=2)[CH2:6][CH2:5][CH2:4][CH2:3][CH2:2]1. Procedure details: Following a procedure similar to that described in Example 1, but using N-[4-(4-piperidinomethyl-2-pyridyloxy) -cis-2-butenyl]-4-chlorobutyramide (prepared as described in Preparation 2) and 2-mercaptoethanol as starting materials, in relative proportions similar to those used in that Example, and carrying out the reaction at 80° C. for 5 hours, the title compound was obtained in a 66% yield.